Dataset: the Open Reaction Database (ORD), a public repository of structured organic reaction records. Task: describe an organic reaction: reactants, conditions, products, and yield Starting materials: C(C)(C)(C)OC(=O)N1CC(C1)=CC=1N(C2=NC(=NC(=C2N1)N1CCOCC1)N1C(=NC2=C1C=CC=C2)[C@H](C)O)C (3-{2-[2-((S)-1-hydroxyethyl)benzoimidazol-1-yl]-9-methyl-6-morpholin-4-yl-9H-purin-8-ylmethylene}azetidine-1-carboxylic acid tert-butyl ester). The reagents and catalysts are [OH-].[OH-].[Pd+2] (Pd(OH)2/C). Run in CCOC(=O)C (EtOAc), CCO (EtOH). Conditions: time 18 hour. Product: C(C)(C)(C)OC(=O)N1CC(C1)CC=1N(C2=NC(=NC(=C2N1)N1CCOCC1)N1C(=NC2=C1C=CC=C2)[C@H](C)O)C (3-{2-[2-((S)-1-Hydroxyethyl)benzoimidazol-1-yl]-9-methyl-6-morpholin-4-yl-9H-purin-8-ylmethyl}azetidine-1-carboxylic acid tert-butyl ester). The yield is 86.4%. Reaction SMILES: [C:1]([O:5][C:6]([N:8]1[CH2:11][C:10](=[CH:12][C:13]2[N:14]([CH3:40])[C:15]3[C:20]([N:21]=2)=[C:19]([N:22]2[CH2:27][CH2:26][O:25][CH2:24][CH2:23]2)[N:18]=[C:17]([N:28]2[C:32]4[CH:33]=[CH:34][CH:35]=[CH:36][C:31]=4[N:30]=[C:29]2[C@@H:37]([OH:39])[CH3:38])[N:16]=3)[CH2:9]1)=[O:7])([CH3:4])([CH3:3])[CH3:2]>CCOC(C)=O.CCO.[OH-].[OH-].[Pd+2]>[C:1]([O:5][C:6]([N:8]1[CH2:9][CH:10]([CH2:12][C:13]2[N:14]([CH3:40])[C:15]3[C:20]([N:21]=2)=[C:19]([N:22]2[CH2:27][CH2:26][O:25][CH2:24][CH2:23]2)[N:18]=[C:17]([N:28]2[C:32]4[CH:33]=[CH:34][CH:35]=[CH:36][C:31]=4[N:30]=[C:29]2[C@@H:37]([OH:39])[CH3:38])[N:16]=3)[CH2:11]1)=[O:7])([CH3:4])([CH3:3])[CH3:2] |f:3.4.5|. Procedure: To a solution of 3-{2-[2-((S)-1-hydroxyethyl)benzoimidazol-1-yl]-9-methyl-6-morpholin-4-yl-9H-purin-8-ylmethylene}azetidine-1-carboxylic acid tert-butyl ester (127 mg, 0.23 mmol) in EtOAc (5 mL) and EtOH (5 mL) was added 20% Pd(OH)2/C (130 mg) and the resulting mixture stirred under an atmosphere of H2 for 18 h. The reaction mixture was filtered through Celite® and the filtrate concentrated in vacuo affording the title compound (109 mg, 86%). LCMS (method A): RT 3.06 min [M+H]+ 549.4 Reactants: O=C([O-])[O-], [Cs+], [Cs+], CS(=O)(=O)OCC1CCCO1, CN(C)C=O, O, O=c1occc2cc(O)ccc12. Product: O=c1occc2cc(OCC3CCCO3)ccc12. RXN SMILES: [C:24](=[O:25])([O-:26])[O-:27].[Cs+:28].[Cs+:29].[O:13]1[CH:14]([CH2:18][O:19][S:20]([CH3:21])(=[O:22])=[O:23])[CH2:15][CH2:16][CH2:17]1.[O:31]=[CH:32][N:33]([CH3:34])[CH3:35].[OH2:30].[OH:1][c:2]1[cH:3][c:4]2[cH:5][cH:6][o:7][c:8](=[O:12])[c:9]2[cH:10][cH:11]1>>[O:1]([c:2]1[cH:3][c:4]2[cH:5][cH:6][o:7][c:8](=[O:12])[c:9]2[cH:10][cH:11]1)[CH2:18][CH:14]1[O:13][CH2:17][CH2:16][CH2:15]1. Starting materials: C(C)OC(C(C(=O)OCC)(CC(C)C)C1=C(C=C(C(=C1)F)[N+](=O)[O-])F)=O (2-(2,5-difluoro-4-nitrophenyl)-2-isobutylmalonic acid diethyl ester). The solvent is CC(=O)O.O.CCO (AcOH H2O EtOH). The product is FC1=C(C=C(C(=C1)[N+](=O)[O-])F)C(C(=O)O)CC(C)C (2-(2,5-difluoro-4-nitro-phenyl)-4-methyl-pentanoic acid). The yield is 64.7%. Reaction SMILES: C([O:3][C:4](=[O:26])[C:5]([C:15]1[CH:20]=[C:19]([F:21])[C:18]([N+:22]([O-:24])=[O:23])=[CH:17][C:16]=1[F:25])([CH2:11][CH:12]([CH3:14])[CH3:13])C(OCC)=O)C>CC(O)=O.O.CCO>[F:25][C:16]1[CH:17]=[C:18]([N+:22]([O-:24])=[O:23])[C:19]([F:21])=[CH:20][C:15]=1[CH:5]([CH2:11][CH:12]([CH3:14])[CH3:13])[C:4]([OH:26])=[O:3] |f:1.2.3|. Reported procedure: The above 2-(2,5-difluoro-4-nitrophenyl)-2-isobutylmalonic acid diethyl ester (57.0 g, 152.8 mmol) was dissolved in AcOH/H2O/EtOH (400 mL/120 mL/50 mL) and the reaction mixture was heated under reflux for 96 h. After cooling the solvent was evaporated under reduced pressure and water (200 mL) was added. The reaction mixture was extracted with EtOAc (3×100 mL), and the combined extracts were washed with water (3×100 mL), brine (100 mL) and dried (MgSO4). Evaporation of solvent under reduced press...